The task is: describe an organic reaction: reactants, conditions, products, and yield. This data is from the Open Reaction Database (ORD), a public repository of structured organic reaction records. Reactants: Cl (hydrochloric acid), S(N)(O)(=O)=O (sulphamic acid), C(CCC)[Sn](CCCC)(CCCC)N=[N+]=[N-] (tributyltin azide), C(CCC)[Sn](CCCC)(CCCC)Cl (tributyltin chloride), [N-]=[N+]=[N-].[Na+] (sodium azide), C(C)C1=NC2=CC=CC=C2C(=C1)OCC1=CC=C(C=C1)C=1C(=CC=CC1)C#N (4'-[(2-ethylquinolin-4-yloxy)methyl]biphenyl-2-carbonitrile), C(C)C1=NC2=CC=CC=C2C(=C1)OCC1=CC=C(C=C1)C1=C(C=CC=C1)C=1N=NN(N1)[Sn](CCCC)(CCCC)CCCC (2-ethyl-4-[(2'-(2-tributylstannyl-2H-tetrazol-5-yl)biphenyl-4-yl)methoxy]quinoline), N(=O)[O-].[Na+] (sodium nitrite). The solvent is O (water), C1(=CC=CC=C1)C (toluene), O (water), C1(=CC=CC=C1)C (toluene), O (water). Run at time 1 hour. Product: Cl.C(C)C1=NC2=CC=CC=C2C(=C1)OCC1=CC=C(C=C1)C1=C(C=CC=C1)C1=NN=NN1 (2-ethyl-4-[(2'-(1H-tetrazol-5-yl)biphenyl-4-yl)methoxy]-quinoline hydrochloride). As a reaction SMILES: [CH2:1]([C:3]1[CH:12]=[C:11]([O:13][CH2:14][C:15]2[CH:20]=[CH:19][C:18]([C:21]3[CH:26]=[CH:25][CH:24]=[CH:23][C:22]=3[C:27]3[N:28]=[N:29][N:30]([Sn](CCCC)(CCCC)CCCC)[N:31]=3)=[CH:17][CH:16]=2)[C:10]2[C:5](=[CH:6][CH:7]=[CH:8][CH:9]=2)[N:4]=1)[CH3:2].C(C1C=C(OCC2C=CC(C3C(C#N)=CC=CC=3)=CC=2)C2C(=CC=CC=2)N=1)C.C([Sn](N=[N+]=[N-])(CCCC)CCCC)CCC.C([Sn]([Cl:102])(CCCC)CCCC)CCC.[N-]=[N+]=[N-].[Na+].N([O-])=O.[Na+].Cl.S(=O)(=O)(O)N>C1(C)C=CC=CC=1.O>[ClH:102].[CH2:1]([C:3]1[CH:12]=[C:11]([O:13][CH2:14][C:15]2[CH:16]=[CH:17][C:18]([C:21]3[CH:26]=[CH:25][CH:24]=[CH:23][C:22]=3[C:27]3[NH:31][N:30]=[N:29][N:28]=3)=[CH:19][CH:20]=2)[C:10]2[C:5](=[CH:6][CH:7]=[CH:8][CH:9]=2)[N:4]=1)[CH3:2] |f:4.5,6.7,12.13|. Reported procedure: A solution of 2-ethyl-4-[(2'-(2-tributylstannyl-2H-tetrazol-5-yl)biphenyl-4-yl)methoxy]quinoline in toluene (15 ml), prepared in situ by refluxing for 90 hours a mixture of 4'-[(2-ethylquinolin-4-yloxy)methyl]biphenyl-2-carbonitrile (0.9 g) and a solution of tributyltin azide in toluene (15 ml) [the latter prepared by reaction of tributyltin chloride (3.3 g) and sodium azide (1.13 g) in water (22.5 ml) at ambient temperature for 4 hours, followed by extraction with toluene and azeotropic removal... Reactants: C(C)(C)(C)OC(=O)CN1CCN2C(N(C(C2(C1)CC1=CC=C(C=C1)Br)=O)C1=CC(=CC(=C1)Cl)Cl)=O (4-(tert-butoxycarbonylmethyl)-6-(4-bromobenzyl)-8-(3,5-dichlorophenyl)-1,4,8-triazabicyclo[4.3.0]nonane-7,9-dione), C(=O)(C(F)(F)F)O (TFA), C(=O)(C(F)(F)F)O (TFA). Run in C(Cl)Cl (CH2Cl2). Conditions: time 48 hour. Product: C(=O)(O)CN1CCN2C(N(C(C2(C1)CC1=CC=C(C=C1)Br)=O)C1=CC(=CC(=C1)Cl)Cl)=O (4-Carboxymethyl-6-(4-bromobenzyl)-8-(3,5-dichlorophenyl)-1,4,8-triazabicyclo[4.3.0]nonane-7,9-dione). As a reaction SMILES: C([O:5][C:6]([CH2:8][N:9]1[CH2:17][C:16]2([CH2:18][C:19]3[CH:24]=[CH:23][C:22]([Br:25])=[CH:21][CH:20]=3)[N:12]([C:13](=[O:35])[N:14]([C:27]3[CH:32]=[C:31]([Cl:33])[CH:30]=[C:29]([Cl:34])[CH:28]=3)[C:15]2=[O:26])[CH2:11][CH2:10]1)=[O:7])(C)(C)C.C(O)(C(F)(F)F)=O>C(Cl)Cl>[C:6]([CH2:8][N:9]1[CH2:17][C:16]2([CH2:18][C:19]3[CH:24]=[CH:23][C:22]([Br:25])=[CH:21][CH:20]=3)[N:12]([C:13](=[O:35])[N:14]([C:27]3[CH:28]=[C:29]([Cl:34])[CH:30]=[C:31]([Cl:33])[CH:32]=3)[C:15]2=[O:26])[CH2:11][CH2:10]1)([OH:7])=[O:5]. Reported procedure: To a solution of 4-(tert-butoxycarbonylmethyl)-6-(4-bromobenzyl)-8-(3,5-dichlorophenyl)-1,4,8-triazabicyclo[4.3.0]nonane-7,9-dione (0.080 g) in CH2Cl2 (10 mL) was added TFA (0.10 mL). Additional TFA (0.5 mL) was added after 3 and 22 hours. After stirring for 48 hours, the mixture was concentrated and purified by chromatography (Silica gel: 8% MeOH/CH2Cl2, Chromatotron) afforded the titled compound. (0.083 g). MS (m/z) 526 (MH+). mp 236.5° C. The reactants are N(=[N+]=[N-])CCC(C(=O)OC)S(=O)(=O)O (Methyl 4-azido-2-sulfo-butyrate). The solvent is Cl (HCl). Run at temperature 100 celsius. The product is N(=[N+]=[N-])CCC(C(=O)O)S(=O)(=O)O (4-azido-2-sulfo-butyric acid). Isolated yield 117.2%. Reaction SMILES: [N:1]([CH2:4][CH2:5][CH:6]([S:11]([OH:14])(=[O:13])=[O:12])[C:7]([O:9]C)=[O:8])=[N+:2]=[N-:3]>Cl>[N:1]([CH2:4][CH2:5][CH:6]([S:11]([OH:14])(=[O:12])=[O:13])[C:7]([OH:9])=[O:8])=[N+:2]=[N-:3]. Procedure details: Methyl 4-azido-2-sulfo-butyrate (1.00 g, 4.08 mmol) in the mixture of HCl (50 ml, 1.0 M) and HAC (5 ml) was heated at 100° C. for 8 hrs. The mixture was evaporated and co-evaporated 3×50 ml of water, and crystallized with water/acetone to afford 1.0 g (99%) of the title compound. 1H NMR (DMF-d7): 3.60 (m, 2H), 3.52 (m, 1H), 2.24 (m, 2H). 13C NMR 170.96, 63.04, 50.66, 29.12. ESI MS m/z−207.7 (MW−H); HRMS m/z−(C4H7N3O5S−H) calcd 208.0028, found 208.0021.